This data is from the Open Reaction Database (ORD), a public repository of structured organic reaction records. The task is: describe an organic reaction: reactants, conditions, products, and yield Starting materials: NC1=C(C=CC=C1)S[C@@H]([C@@H](C(=O)[O-])O)C1=CC=C(C=C1)OC.C[C@@H](C1=CC=CC=C1)[NH3+] ((S)-α-Methylbenzylammonium (2R,3R)-3-[(aminophenyl)thio]-2-hydroxy-3-(4-methoxyphenyl) propionate), Cl (HCl). Solvent: O (water). Product: NC1=C(C=CC=C1)S[C@@H]([C@@H](C(=O)O)O)C1=CC=C(C=C1)OC ((2R,3R)-3-[(2-Aminophenyl)thio]-2-hydroxy-3-(4-methoxyphenyl)propionic acid). Isolated yield 80.0%. RXN SMILES: [NH2:1][C:2]1[CH:7]=[CH:6][CH:5]=[CH:4][C:3]=1[S:8][C@H:9]([C:15]1[CH:20]=[CH:19][C:18]([O:21][CH3:22])=[CH:17][CH:16]=1)[C@H:10]([OH:14])[C:11]([O-:13])=[O:12].C[C@H]([NH3+])C1C=CC=CC=1.Cl>O>[NH2:1][C:2]1[CH:7]=[CH:6][CH:5]=[CH:4][C:3]=1[S:8][C@H:9]([C:15]1[CH:16]=[CH:17][C:18]([O:21][CH3:22])=[CH:19][CH:20]=1)[C@H:10]([OH:14])[C:11]([OH:13])=[O:12] |f:0.1|. Procedure details: Dissolve the (-)-salt 4 (42.85 g, 97.26 mmol) in boiling water (430 mL). Add hot 1N HCl (98 mL). Reflux for 1 min. Cool the mixture in an ice-water bath and stir vigourously to precipitate. Check (and adjust if necessary) the pH of the solution to 5.0 (pH meter). Collect the solid by filtration. Wash with water and dry in vacuo at 40° C. to obtain the title compound 5 (24.85 g, 80%). m.p. 175°-176° C. [α]D23 -362.8° (1.2 DMF). The reactants are CN(CCCN)C (3-dimethylamino-1-propylamine), C(C(C)C)=O (isobutyraldehyde). The reagents and catalysts are [Ni] (Raney nickel). Run in C1=CC=CC=C1 (benzene), C1=CC=CC=C1 (benzene). Product: CN(CCCN=CC(C)C)C (N,N-dimethyl-N'-isobutylidene-1,3-diaminopropane), pure product. Reaction SMILES: [CH3:1][N:2]([CH3:7])[CH2:3][CH2:4][CH2:5][NH2:6].[CH:8](=O)[CH:9]([CH3:11])[CH3:10]>C1C=CC=CC=1.[Ni]>[CH3:1][N:2]([CH3:7])[CH2:3][CH2:4][CH2:5][N:6]=[CH:8][CH:9]([CH3:11])[CH3:10]. Reported procedure: A solution of N,N-dimethyl-N'-isobutylidene-1,3-diaminopropane in benzene is prepared by reacting 92 g of 3-dimethylamino-1-propylamine with 65 g of isobutyraldehyde in 200 ml of benzene by separating off the water of reaction azeotropically. This solution is hydrogenated in an autoclave at 90° C. and 125 atmospheres in the presence of 14 g of Raney nickel. Working up by distillation yields 95.6 g of pure product with a boiling point of 75° C./14 mm Hg. The reactants are CS(=O)(=O)OC1=CC(=CC=C1)C=1OC(=C(N1)COC1=C(C=C(C=C1)CCl)OC)C (3-{4-[(4-chloromethyl-2-methoxyphenoxy)methyl]-5-methyl-1,3-oxazol-2-yl}phenyl methanesulfonate), OC1=NN(C=C1C=O)C1=CC=CC=C1 (3-hydroxy-1-phenyl-1H-pyrazole-4-carbaldehyde), CN(C=O)C (N,N-dimethylformamide), [H-].[Na+] (sodium hydride). Solvent: O (Water). Run at temperature 90 celsius, time 2 hour. Product: CS(=O)(=O)OC1=CC(=CC=C1)C=1OC(=C(N1)COC1=C(C=C(C=C1)COC1=NN(C=C1C=O)C1=CC=CC=C1)OC)C (3-{4-[(4-{[(4-formyl-1-phenyl-1H-pyrazol-3-yl)oxy]methyl}-2-methoxyphenoxy)methyl]-5-methyl-1,3-oxazol-2-yl}phenyl methanesulfonate). Isolated yield 56.3%. Reaction SMILES: [CH3:1][S:2]([O:5][C:6]1[CH:11]=[CH:10][CH:9]=[C:8]([C:12]2[O:13][C:14]([CH3:29])=[C:15]([CH2:17][O:18][C:19]3[CH:24]=[CH:23][C:22]([CH2:25]Cl)=[CH:21][C:20]=3[O:27][CH3:28])[N:16]=2)[CH:7]=1)(=[O:4])=[O:3].[OH:30][C:31]1[C:35]([CH:36]=[O:37])=[CH:34][N:33]([C:38]2[CH:43]=[CH:42][CH:41]=[CH:40][CH:39]=2)[N:32]=1.CN(C)C=O.[H-].[Na+]>O>[CH3:1][S:2]([O:5][C:6]1[CH:11]=[CH:10][CH:9]=[C:8]([C:12]2[O:13][C:14]([CH3:29])=[C:15]([CH2:17][O:18][C:19]3[CH:24]=[CH:23][C:22]([CH2:25][O:30][C:31]4[C:35]([CH:36]=[O:37])=[CH:34][N:33]([C:38]5[CH:39]=[CH:40][CH:41]=[CH:42][CH:43]=5)[N:32]=4)=[CH:21][C:20]=3[O:27][CH3:28])[N:16]=2)[CH:7]=1)(=[O:4])=[O:3] |f:3.4|. Procedure details: To a mixture of 3-{4-[(4-chloromethyl-2-methoxyphenoxy)methyl]-5-methyl-1,3-oxazol-2-yl}phenyl methanesulfonate (2.00 g), 3-hydroxy-1-phenyl-1H-pyrazole-4-carbaldehyde (0.81 g) and N,N-dimethylformamide (50 mL) was added sodium hydride (60% in oil, 0.19 g) at room temperature, and the mixture was stirred at 90° C. for 2 hrs. Water was poured into the reaction mixture, and the mixture was extracted with ethyl acetate. The organic layer was washed with saturated brine, dried over anhydrous magnesi... Starting materials: C(C)O (ethanol), C(C)OC(=O)C=1NC(=C(C1)C)C=O (5-Formyl-4-methyl-1H-pyrrole-2-carboxylic acid ethyl ester), [OH-].[K+] (Potassium hydroxide). The solvent is O (water). Run at temperature 100 celsius. Yields the product C(=O)C1=C(C=C(N1)C(=O)O)C (5-formyl-4-methyl-1H-pyrrole-2-carboxylic acid). Yield: 68.0%. RXN SMILES: C([O:3][C:4]([C:6]1[NH:7][C:8]([CH:12]=[O:13])=[C:9]([CH3:11])[CH:10]=1)=[O:5])C.C(O)C.[OH-].[K+]>O>[CH:12]([C:8]1[NH:7][C:6]([C:4]([OH:5])=[O:3])=[CH:10][C:9]=1[CH3:11])=[O:13] |f:2.3|. Procedure details: 5-Formyl-4-methyl-1H-pyrrole-2-carboxylic acid ethyl ester was dissolved in water (35 mL) and ethanol (15 mL) with stirring. Potassium hydroxide (2 equivalents, 0.5 g) was added and the mixture heated to 100° C. After 1 hour the mixture was cooled to room temperature and concentrated to about ⅔ volume. The water layer was acidified to pH 3 using 2 N hydrochloric acid. The white solid was collected by vacuum filtration and washed with water to afford 0.67 g (68% yield) of 5-formyl-4-methyl-1H-pyr... Reactants: CC(=O)OO, ClCCl, CC(=O)O, CCSc1c(Cl)nc(C(C)C)nc1Cl, O. The product is CCS(=O)(=O)c1c(Cl)nc(C(C)C)nc1Cl. Reaction SMILES: [C:15]([O:16][OH:18])(=[O:17])[CH3:19].[CH2:25]([Cl:26])[Cl:27].[CH3:21][C:22](=[O:23])[OH:24].[CH:1]([CH3:2])([CH3:3])[c:4]1[n:5][c:6]([Cl:14])[c:7]([S:11][CH2:12][CH3:13])[c:8]([Cl:10])[n:9]1.[OH2:20]>>[CH:1]([CH3:2])([CH3:3])[c:4]1[n:5][c:6]([Cl:14])[c:7]([S:11]([CH2:12][CH3:13])(=[O:17])=[O:20])[c:8]([Cl:10])[n:9]1. Reactants: C1(CCCCC1)C1C(OCC1)=O (3-cyclohexyl-dihydro-furan-2-one), [OH-].[NH4+] (ammonium hydroxide), steel. The solvent is C(C)O (ethanol). Product: C1(CCCCC1)C1C(NCC1)=O (3-Cyclohexyl-pyrrolidin-2-one). Isolated yield 94.0%. Reaction SMILES: [CH:1]1([CH:7]2[CH2:11][CH2:10][O:9][C:8]2=O)[CH2:6][CH2:5][CH2:4][CH2:3][CH2:2]1.[OH-].[NH4+:14]>C(O)C>[CH:1]1([CH:7]2[CH2:11][CH2:10][NH:14][C:8]2=[O:9])[CH2:6][CH2:5][CH2:4][CH2:3][CH2:2]1 |f:1.2|. Procedure: Heat a mixture of 3-cyclohexyl-dihydro-furan-2-one (32.2 g), ammonium hydroxide (700 mL) and ethanol (700 mL) at 230° C. in a sealed steel bottle for 18 hours. Cool the reaction and remove the solvent in vacuo. Partition the residue with ethyl acetate (500 mL) and HCl (1N, 300 mL). Dry the organic over sodium sulfate. After filtration and concentration, recrystallize with 1:3 ethyl acetate:hexane to afford 30 grams (94%) of the title compound.